Dataset: the Open Reaction Database (ORD), a public repository of structured organic reaction records. Task: describe an organic reaction: reactants, conditions, products, and yield The reactants are FC1=C(C(=C2C=CN(C2=C1)S(=O)(=O)C1=CC=CC=C1)C(C)I)O (6-fluoro-4-(1-iodoethyl)-1-(phenylsulfonyl)-1H-indol-5-ol), FC1=C(C(=C2C=CN(C2=C1)S(=O)(=O)C1=CC=CC=C1)C(C)I)O (6-fluoro-4-(1-iodoethyl)-1-(phenylsulfonyl)-1H-indol-5-ol), N(C)C (Me2NH), solution. Run in C(Cl)Cl (CH2Cl2), CCO (EtOH). Yields the product NH4HCO3, CN(C(C)C1=C2C=CN(C2=CC(=C1O)F)S(=O)(=O)C1=CC=CC=C1)C (4-[1-(Dimethylamino)ethyl]-6-fluoro-1-(phenylsulfonyl)-1H-indol-5-ol). Isolated yield 62.0%. As a reaction SMILES: [F:1][C:2]1[CH:10]=[C:9]2[C:5]([CH:6]=[CH:7][N:8]2[S:11]([C:14]2[CH:19]=[CH:18][CH:17]=[CH:16][CH:15]=2)(=[O:13])=[O:12])=[C:4]([CH:20](I)[CH3:21])[C:3]=1[OH:23].[NH:24]([CH3:26])[CH3:25]>C(Cl)Cl.CCO>[CH3:25][N:24]([CH3:26])[CH:20]([C:4]1[C:3]([OH:23])=[C:2]([F:1])[CH:10]=[C:9]2[C:5]=1[CH:6]=[CH:7][N:8]2[S:11]([C:14]1[CH:19]=[CH:18][CH:17]=[CH:16][CH:15]=1)(=[O:13])=[O:12])[CH3:21]. Procedure details: A solution of crude 6-fluoro-4-(1-iodoethyl)-1-(phenylsulfonyl)-1H-indol-5-ol (ca. 44.5 μmol; Intermediate 104) in CH2Cl2 (1 mL) was treated with Me2NH (159 μL of a 5.6 M solution in EtOH, 890 μmol) at rt for 1.5 h. The reaction mixture was concentrated in vacuo, the obtained residue taken up with MeOH and purified by prep. HPLC (25-55% MeCN, 50 mM NH4HCO3) to yield the title compound as an off-white solid (10.0 mg, 62% over two steps). MS (ESI+) for C18H19FN2O3S m/z 363 (M+H)+. Reactants: COC(=O)C1=C(N=C(S1)N1C=NC2=C1C=C(C(=C2)OC)OC)Br (4-bromo-2-(5,6-dimethoxy-benzoimidazol-1-yl)-thiazole-5-carboxylic acid methyl ester), ClC=1C=C(C=CC1C(F)(F)F)B(O)O (3-chloro-4-trifluoromethylphenylboronic acid). Yields the product ClC=1C=C(C=CC1C(F)(F)F)C=1N=C(SC1C(=O)O)N1C=NC2=C1C=C(C(=C2)OC)OC (4-(3-Chloro-4-trifluoromethyl-phenyl)-2-(5,6-dimethoxy-benzoimidazol-1-yl)-thiazole-5-carboxylic acid). Isolated yield 15.9%. As a reaction SMILES: C[O:2][C:3]([C:5]1[S:9][C:8]([N:10]2[C:14]3[CH:15]=[C:16]([O:21][CH3:22])[C:17]([O:19][CH3:20])=[CH:18][C:13]=3[N:12]=[CH:11]2)=[N:7][C:6]=1Br)=[O:4].[Cl:24][C:25]1[CH:26]=[C:27](B(O)O)[CH:28]=[CH:29][C:30]=1[C:31]([F:34])([F:33])[F:32]>>[Cl:24][C:25]1[CH:26]=[C:27]([C:6]2[N:7]=[C:8]([N:10]3[C:14]4[CH:15]=[C:16]([O:21][CH3:22])[C:17]([O:19][CH3:20])=[CH:18][C:13]=4[N:12]=[CH:11]3)[S:9][C:5]=2[C:3]([OH:2])=[O:4])[CH:28]=[CH:29][C:30]=1[C:31]([F:32])([F:33])[F:34]. Procedure: In a similar manner as described for Example 26, 4-bromo-2-(5,6-dimethoxy-benzoimidazol-1-yl)-thiazole-5-carboxylic acid methyl ester (40 mg, 0.1 mmol) and 3-chloro-4-trifluoromethylphenylboronic acid (33.7 mg, 0.15 mmol) gave 4-(3-Chloro-4-trifluoromethyl-phenyl)-2-(5,6-dimethoxy-benzoimidazol-1-yl)-thiazole-5-carboxylic acid (7.7 mg, 16%) as a white solid. 1H NMR (400 MHz, DMSO-d6) δ ppm 13.91 (br.s., 1 H); 8.85 (s, 1 H); 8.48 (d, 1 H); 8.31 (dd, 1 H); 7.89 (d, 1 H); 7.84 (s, 1 H); 7.39 (s, 1 ... Reactants: BrC1=CC=C(C(=O)Cl)C=C1 (4-bromo-benzoyl chloride), NC1=CC=C(C=C1)C(CCC(=O)OC)=O (4-(4-amino-phenyl)-4-oxo-butyric acid, methyl ester). The product is BrC1=CC=C(C(=O)NC2=CC=C(C=C2)C(CCC(=O)O)=O)C=C1 (4-[4-(4-bromo-benzoylamino)-phenyl]-4-oxo-butyric acid). The yield is 22.3%. RXN SMILES: [Br:1][C:2]1[CH:10]=[CH:9][C:5]([C:6](Cl)=[O:7])=[CH:4][CH:3]=1.[NH2:11][C:12]1[CH:17]=[CH:16][C:15]([C:18](=[O:25])[CH2:19][CH2:20][C:21]([O:23]C)=[O:22])=[CH:14][CH:13]=1>>[Br:1][C:2]1[CH:10]=[CH:9][C:5]([C:6]([NH:11][C:12]2[CH:13]=[CH:14][C:15]([C:18](=[O:25])[CH2:19][CH2:20][C:21]([OH:23])=[O:22])=[CH:16][CH:17]=2)=[O:7])=[CH:4][CH:3]=1. Reported procedure: In a manner similar to that described in Example 3, 4-bromo-benzoyl chloride (0.070 g, 0.00032 mol) was allowed to react with 4-(4-amino-phenyl)-4-oxo-butyric acid, methyl ester (0.052 g, 0.00025 mol), and the resulting intermediate was hydrolyzed to give 0.021 g of 4-[4-(4-bromo-benzoylamino)-phenyl]-4-oxo-butyric acid as a yellow solid; MS-(AP+) MH+376.